Dataset: the Open Reaction Database (ORD), a public repository of structured organic reaction records. Task: describe an organic reaction: reactants, conditions, products, and yield The reactants are CN(C)CCc1ccccc1Br, COB(OC)OC, [Li]CCCC, C1CCOC1. Product: COB(OC)c1ccccc1CCN(C)C. As a reaction SMILES: [Br:1][c:2]1[c:3]([CH2:8][CH2:9][N:10]([CH3:11])[CH3:12])[cH:4][cH:5][cH:6][cH:7]1.[CH3:18][O:19][B:20]([O:21][CH3:22])[O:23][CH3:24].[Li:13][CH2:14][CH2:15][CH2:16][CH3:17].[O:25]1[CH2:26][CH2:27][CH2:28][CH2:29]1>>[c:2]1([B:20]([O:19][CH3:18])[O:21][CH3:22])[c:3]([CH2:8][CH2:9][N:10]([CH3:11])[CH3:12])[cH:4][cH:5][cH:6][cH:7]1. Starting materials: ClCCCOC=1C=C(C=CC1)N (3-(3-chloropropoxy)phenylamine), [OH-].[NH4+] (ammonium hydroxide). Run in CO (methanol). Reaction conditions: temperature 100 celsius. Product: NCCCOC=1C=C(C=CC1)N (3-(3-Aminopropoxy)phenylamine). As a reaction SMILES: Cl[CH2:2][CH2:3][CH2:4][O:5][C:6]1[CH:7]=[C:8]([NH2:12])[CH:9]=[CH:10][CH:11]=1.[OH-].[NH4+:14]>CO>[NH2:14][CH2:2][CH2:3][CH2:4][O:5][C:6]1[CH:7]=[C:8]([NH2:12])[CH:9]=[CH:10][CH:11]=1 |f:1.2|. Procedure: The 3-(3-chloropropoxy)phenylamine (1.98 g, 11.6 mmol) was dissolved in methanol (25 mL) and added to concentrated ammonium hydroxide solution (29.7%, 14.8 M, 50 mL) in a heavy-walled glass pressure-tube apparatus. The tube was sealed and the mixture was stirred and heated at 100° C. (oil bath temperature) for 6 h. After cooling, the mixture was concentrated by rotary evaporation. Saturated NaCl solution (10 mL) was added to the residue, and the solution (pH 6) was extracted with ether (3×25 mL)... The reactants are ClC1=CC=C(CC(CN2N=CN=C2)(CN2N=CN=C2)O)C=C1 (2-(4-Chlorobenzyl)1,3-bis(1,2,4-triazol-1-yl)2-propanol), C(C)N(CC)S(F)(F)F (diethylamino sulphur trifluoride), O (water). Run in C(Cl)(Cl)Cl (chloroform). Reaction conditions: time 3.5 hour. Product: ClC1=CC=C(CC(CN2N=CN=C2)(CN2N=CN=C2)F)C=C1 (2-(4-chlorobenzyl)-2-fluoro-1,3-bis(1,2,4-triazol-1-yl) propane). RXN SMILES: [Cl:1][C:2]1[CH:22]=[CH:21][C:5]([CH2:6][C:7](O)([CH2:14][N:15]2[CH:19]=[N:18][CH:17]=[N:16]2)[CH2:8][N:9]2[CH:13]=[N:12][CH:11]=[N:10]2)=[CH:4][CH:3]=1.C(N(S(F)(F)[F:29])CC)C.O>C(Cl)(Cl)Cl>[Cl:1][C:2]1[CH:22]=[CH:21][C:5]([CH2:6][C:7]([F:29])([CH2:14][N:15]2[CH:19]=[N:18][CH:17]=[N:16]2)[CH2:8][N:9]2[CH:13]=[N:12][CH:11]=[N:10]2)=[CH:4][CH:3]=1. Reported procedure: 2-(4-Chlorobenzyl)1,3-bis(1,2,4-triazol-1-yl)2-propanol (0.318g) was added to a solution of diethylamino sulphur trifluoride (0.128g) in chloroform (15ml), and the resulting yellow solution was stirred at room temperature for 3.5 hr. The mixture was then poured into water and the organic layer was separated, washed with water, dried, and evaporated to dryness. The yellow oil so obtained was purified by chromatography on a 25cm silica (Merck "Lobar") column, eluting with 3% v/v methanol in chloro...